Dataset: the Open Reaction Database (ORD), a public repository of structured organic reaction records. Task: describe an organic reaction: reactants, conditions, products, and yield Reactants: O=C1CCCN1Cc1ccccc1, [Li]CCCC, CCCCCC, C1CCOC1, c1ccc([SiH2]c2ccccc2)cc1. Yields the product c1ccc(CN2CCCC2)cc1. Reaction SMILES: [CH2:19]([c:20]1[cH:21][cH:22][cH:23][cH:24][cH:25]1)[N:26]1[C:27](=[O:31])[CH2:28][CH2:29][CH2:30]1.[CH2:1]([Li:2])[CH2:3][CH2:4][CH3:5].[CH3:37][CH2:38][CH2:39][CH2:40][CH2:41][CH3:42].[O:32]1[CH2:33][CH2:34][CH2:35][CH2:36]1.[c:6]1([SiH2:7][c:8]2[cH:9][cH:10][cH:11][cH:12][cH:13]2)[cH:14][cH:15][cH:16][cH:17][cH:18]1>>[CH2:19]([c:20]1[cH:21][cH:22][cH:23][cH:24][cH:25]1)[N:26]1[CH2:27][CH2:28][CH2:29][CH2:30]1. Reactants: CC1(CCCC(N1[O])(C)C)C (TEMPO), C(C)(C)(C)OC(=O)N1[C@@H](C[C@H](C1)O)C(=O)O ((2S,4R)-1-(tert-butoxycarbonyl)-4-hydroxypyrrolidine-2-carboxylic acid), OS(=O)(=O)[O-].[K+] (KHSO4). Solvent: C(C)(=O)OC(C)C (isopropyl acetate). Conditions: temperature 2.5 celsius. Yields the product C(C)(C)(C)OC(=O)N1[C@@H](CC(C1)=O)C(=O)O ((S)-1-(tert-butoxycarbonyl)-4-oxopyrrolidine-2-carboxylic acid). Reaction SMILES: [C:1]([O:5][C:6]([N:8]1[CH2:12][C@H:11]([OH:13])[CH2:10][C@H:9]1[C:14]([OH:16])=[O:15])=[O:7])([CH3:4])([CH3:3])[CH3:2].CC1(C)N([O])C(C)(C)CCC1.OS([O-])(=O)=O.[K+]>C(OC(C)C)(=O)C>[C:1]([O:5][C:6]([N:8]1[CH2:12][C:11](=[O:13])[CH2:10][C@H:9]1[C:14]([OH:16])=[O:15])=[O:7])([CH3:4])([CH3:2])[CH3:3] |f:2.3,^1:20|. Reported procedure: A solution of (2S,4R)-1-(tert-butoxycarbonyl)-4-hydroxypyrrolidine-2-carboxylic acid (1.0 eq.) in isopropyl acetate (5 vol) was cooled to 0° C. and TEMPO (0.05 eq.) was added. A solution of bleach (12.5 wt %, 1.2 eq., 2.6 vol) was then slowly added over 1 hour while maintaining the temperature at 0-5° C. The mixture was stirred and monitored by HPLC for completion, then aqueous 10% KHSO4 (2.5 vol) was added, stirred for 10 minutes, and then the phases were separated. The organic phase was washed... Reactants: C(CCC)C1=NC2=C(N1CC1=CC=C(C=C1)C=1C(=CC=CC1)C(=O)OC(C)(C)C)C(=CC=C2C)OCCCCCN2CNC1C2=CC=CC1 (tert.-butyl 4'-[[2-n-butyl-4-methyl-7-[5-(tetrahydrobenzimidazol-1-yl)-pentyloxy]-benzimidazol-1-yl]-methyl]-biphenyl-2-carboxylate), FC(C(=O)O)(F)F (trifluoroacetic acid). Solvent: C(Cl)Cl (methylene chloride). The product is C(CCC)C1=NC2=C(N1CC1=CC=C(C=C1)C=1C(=CC=CC1)C(=O)O)C(=CC=C2C)OCCCCCN2CNC1C2=CC=CC1 (4'-[[2-n-Butyl-4-methyl-7-[5-(tetrahydrobenzimidazol-1-yl)-pentyloxy]-benzimidazol-1-yl]-methyl]-biphenyl-2-carboxylic acid). RXN SMILES: [CH2:1]([C:5]1[N:9]([CH2:10][C:11]2[CH:16]=[CH:15][C:14]([C:17]3[C:18]([C:23]([O:25]C(C)(C)C)=[O:24])=[CH:19][CH:20]=[CH:21][CH:22]=3)=[CH:13][CH:12]=2)[C:8]2[C:30]([O:35][CH2:36][CH2:37][CH2:38][CH2:39][CH2:40][N:41]3[C:45]4=[CH:46][CH:47]=[CH:48][CH2:49][CH:44]4[NH:43][CH2:42]3)=[CH:31][CH:32]=[C:33]([CH3:34])[C:7]=2[N:6]=1)[CH2:2][CH2:3][CH3:4].FC(F)(F)C(O)=O>C(Cl)Cl>[CH2:1]([C:5]1[N:9]([CH2:10][C:11]2[CH:16]=[CH:15][C:14]([C:17]3[C:18]([C:23]([OH:25])=[O:24])=[CH:19][CH:20]=[CH:21][CH:22]=3)=[CH:13][CH:12]=2)[C:8]2[C:30]([O:35][CH2:36][CH2:37][CH2:38][CH2:39][CH2:40][N:41]3[C:45]4=[CH:46][CH:47]=[CH:48][CH2:49][CH:44]4[NH:43][CH2:42]3)=[CH:31][CH:32]=[C:33]([CH3:34])[C:7]=2[N:6]=1)[CH2:2][CH2:3][CH3:4]. Reported procedure: Prepared analogously to Example 1 from tert.-butyl 4'-[[2-n-butyl-4-methyl-7-[5-(tetrahydrobenzimidazol-1-yl)-pentyloxy]-benzimidazol-1-yl]-methyl]-biphenyl-2-carboxylate and trifluoroacetic acid in methylene chloride. Starting materials: CC(=O)NC(=Cc1ccc(O)c(O)c1)C(=O)O, [H][H]. Product: CC(=O)NC(Cc1ccc(O)c(O)c1)C(=O)O. Reaction SMILES: [C:1]([CH3:2])(=[O:3])[NH:4][C:5]([C:6](=[O:7])[OH:8])=[CH:9][c:10]1[cH:11][c:12]([OH:17])[c:13]([OH:16])[cH:14][cH:15]1.[H:18][H:19]>>[C:1]([CH3:2])(=[O:3])[NH:4][CH:5]([C:6](=[O:7])[OH:8])[CH2:9][c:10]1[cH:11][c:12]([OH:17])[c:13]([OH:16])[cH:14][cH:15]1. Starting materials: CCCCOC(=O)c1cc(OCCCC)nc2ccccc12, [Na+], C1COCCO1, [OH-], O. Yields the product CCCCOc1cc(C(=O)O)c2ccccc2n1. Reaction SMILES: [CH2:1]([CH2:2][CH2:3][CH3:4])[O:5][c:6]1[n:7][c:8]2[cH:9][cH:10][cH:11][cH:12][c:13]2[c:14]([C:16](=[O:17])[O:18][CH2:19][CH2:20][CH2:21][CH3:22])[cH:15]1.[Na+:24].[O:26]1[CH2:27][CH2:28][O:29][CH2:30][CH2:31]1.[OH-:23].[OH2:25]>>[CH2:1]([CH2:2][CH2:3][CH3:4])[O:5][c:6]1[n:7][c:8]2[cH:9][cH:10][cH:11][cH:12][c:13]2[c:14]([C:16](=[O:17])[OH:18])[cH:15]1. The reactants are C(#N)C(=CC1=CC(=C(C(=C1)OC)OC)OC)C#N (1,1-dicyano-2-(3,4,5-trimethoxyphenyl) ethene), C(C)O (ethanol), [C-]#N.[Na+] (sodium cyanide). Run in O (water), C(C)(=O)O (acetic acid), O (water). Yields the product C(#N)C(C(C1=CC(=C(C(=C1)OC)OC)OC)C#N)C#N (1,1,2-tricyano-2-(3,4,5-trimethoxyphenyl)ethane). Reaction SMILES: [C:1]([C:3]([C:17]#[N:18])=[CH:4][C:5]1[CH:10]=[C:9]([O:11][CH3:12])[C:8]([O:13][CH3:14])=[C:7]([O:15][CH3:16])[CH:6]=1)#[N:2].C(O)C.[C-:22]#[N:23].[Na+]>O.C(O)(=O)C>[C:1]([CH:3]([C:17]#[N:18])[CH:4]([C:22]#[N:23])[C:5]1[CH:10]=[C:9]([O:11][CH3:12])[C:8]([O:13][CH3:14])=[C:7]([O:15][CH3:16])[CH:6]=1)#[N:2] |f:2.3|. Reported procedure: To a suspension of 1,1-dicyano-2-(3,4,5-trimethoxyphenyl) ethene (8.5 g, 0.035 moles) in boiling ethanol (150 ml), sodium cyanide (1.77 g, 0.0351 moles) was added dropwise from a pipette. A dark solution formed which was additioned with distilled water (500 ml) and acidified with glacial acetic acid (to pH 2) at room temperature. No precipitate formed. With stirring, water (20 ml) was added, consequently precipitating out dirty white crystals. The crystals were filtered, washed repeatedly with w... Reactants: CC(C)(C)[O-], Cc1ccccc1, O=C(C=Cc1ccccc1)C=Cc1ccccc1, O=C(C=Cc1ccccc1)C=Cc1ccccc1, O=C(C=Cc1ccccc1)C=Cc1ccccc1, Clc1ncccc1CC(c1cccnc1)c1cccnc1, N#N, [Na+], [Pd], [Pd], Nc1ccccc1N. The product is Nc1ccccc1Nc1ncccc1CC(c1cccnc1)c1cccnc1. Reaction SMILES: [CH3:30][C:31]([CH3:32])([O-:33])[CH3:34].[CH3:38][c:39]1[cH:40][cH:41][cH:42][cH:43][cH:44]1.[CH:47](=[CH:48][C:49]([CH:50]=[CH:51][c:52]1[cH:53][cH:54][cH:55][cH:56][cH:57]1)=[O:58])[c:59]1[cH:60][cH:61][cH:62][cH:63][cH:64]1.[CH:65](=[CH:66][C:67]([CH:68]=[CH:69][c:70]1[cH:71][cH:72][cH:73][cH:74][cH:75]1)=[O:76])[c:77]1[cH:78][cH:79][cH:80][cH:81][cH:82]1.[CH:83](=[CH:84][C:85]([CH:86]=[CH:87][c:88]1[cH:89][cH:90][cH:91][cH:92][cH:93]1)=[O:94])[c:95]1[cH:96][cH:97][cH:98][cH:99][cH:100]1.[Cl:1][c:2]1[n:3][cH:4][cH:5][cH:6][c:7]1[CH2:8][CH:9]([c:10]1[cH:11][n:12][cH:13][cH:14][cH:15]1)[c:16]1[cH:17][n:18][cH:19][cH:20][cH:21]1.[N:36]#[N:37].[Na+:35].[Pd:45].[Pd:46].[c:22]1([NH2:29])[c:23]([NH2:28])[cH:24][cH:25][cH:26][cH:27]1>>[c:2]1([NH:28][c:23]2[c:22]([NH2:29])[cH:27][cH:26][cH:25][cH:24]2)[n:3][cH:4][cH:5][cH:6][c:7]1[CH2:8][CH:9]([c:10]1[cH:11][n:12][cH:13][cH:14][cH:15]1)[c:16]1[cH:17][n:18][cH:19][cH:20][cH:21]1. Reactants: C1=NN=CC2=CC=CC=C12 (phthalazine), C1(=CC=CC=C1)[Mg]Br (phenyl-magnesium bromide), [Cl-].[NH4+] (ammonium chloride). Run in O1CCCC1 (tetrahydrofuran). The product is C1(=CC=CC=C1)C1NN=CC2=CC=CC=C12 (1-phenyl-1,2-dihydro-phthalazine). Reaction SMILES: [CH:1]1[C:10]2[C:5](=[CH:6][CH:7]=[CH:8][CH:9]=2)[CH:4]=[N:3][N:2]=1.[C:11]1([Mg]Br)[CH:16]=[CH:15][CH:14]=[CH:13][CH:12]=1.[Cl-].[NH4+]>O1CCCC1>[C:11]1([CH:1]2[C:10]3[C:5](=[CH:6][CH:7]=[CH:8][CH:9]=3)[CH:4]=[N:3][NH:2]2)[CH:16]=[CH:15][CH:14]=[CH:13][CH:12]=1 |f:2.3|. Procedure details: A solution of 4 g of phthalazine in 50 ml of tetrahydrofuran is added dropwise at room temperature to a solution of phenyl-magnesium bromide (prepared from 6 g of bromobenzene and 1 g of magnesium in 30 ml of tetrahydrofuran). The reaction mixture is held at reflux for 6 hrs. After cooling the mixture is treated with a saturated aqueous solution of ammonium chloride and extracted 3 times with diethyl ether. The organic phases are combined, dried and subsequently triturated with pentane. 2.32 g o... Reactants: COC(=O)c1ccc(S(=O)(=O)Nc2ncc(Cl)s2)cc1F, [Na+], C1COCCO1, [OH-]. The product is O=C(O)c1ccc(S(=O)(=O)Nc2ncc(Cl)s2)cc1F. As a reaction SMILES: [Cl:1][c:2]1[cH:3][n:4][c:5]([NH:7][S:8](=[O:9])(=[O:10])[c:11]2[cH:12][c:13]([F:21])[c:14]([C:15](=[O:16])[O:17][CH3:18])[cH:19][cH:20]2)[s:6]1.[Na+:23].[O:24]1[CH2:25][CH2:26][O:27][CH2:28][CH2:29]1.[OH-:22]>>[Cl:1][c:2]1[cH:3][n:4][c:5]([NH:7][S:8](=[O:9])(=[O:10])[c:11]2[cH:12][c:13]([F:21])[c:14]([C:15](=[O:16])[OH:17])[cH:19][cH:20]2)[s:6]1.